The task is: describe an organic reaction: reactants, conditions, products, and yield. This data is from the Open Reaction Database (ORD), a public repository of structured organic reaction records. Starting materials: C(C)(C)C1=CC=C(CN2CCN(CC2)CC(=O)OCC)C=C1 (Ethyl 2-(4-(4-isopropylbenzyl)piperazin-1-yl)acetate), NN (hydrazine). The solvent is C(C)O (ethanol). The product is C(C)(C)C1=CC=C(CN2CCN(CC2)CC(=O)NN)C=C1 (2-(4-(4-isopropylbenzyl)piperazin-1-yl)acetohydrazide). Reaction SMILES: [CH:1]([C:4]1[CH:22]=[CH:21][C:7]([CH2:8][N:9]2[CH2:14][CH2:13][N:12]([CH2:15][C:16](OCC)=[O:17])[CH2:11][CH2:10]2)=[CH:6][CH:5]=1)([CH3:3])[CH3:2].[NH2:23][NH2:24]>C(O)C>[CH:1]([C:4]1[CH:22]=[CH:21][C:7]([CH2:8][N:9]2[CH2:14][CH2:13][N:12]([CH2:15][C:16]([NH:23][NH2:24])=[O:17])[CH2:11][CH2:10]2)=[CH:6][CH:5]=1)([CH3:3])[CH3:2]. Reported procedure: Synthesized according to General Procedure C: 6{19} (7.15 g, 23.5 mmol, 1 equiv.), anhydrous hydrazine (2.2 mL, 70.4 mmol, 3 equiv.), ethanol (47.4 mL). Purification by silica gel column chromatography (4:1 EtOAc:MeOH) afforded 1{19} (6.19 g, 91%) as a white solid. 1H-NMR (500 MHz, CDCl3): δ 8.17 (br s, 1H), 7.19 (d, 2H, J=8.0 Hz), 7.15 (d, 2H, J=8.0 Hz), 3.81 (br s, 2H), 3.46 (s, 2H), 3.05 (s, 2H), 2.87 (sept, 1H, J=7.0 Hz), 2.51 (br s, 4H), 2.44 (br s, 4H), 1.22 (d, 6H, J=7.0 Hz). 13C-NMR (125... Reactants: C(C)OC(=O)N1N=C(C2=C1SC(=C2)C(NC(C)(C2=CC=CC=C2)C)=O)NC(C2=C(C=CC=C2)NC(=O)C=2NC=CC2)=O (5-(1-Methyl-1-phenyl-ethylcarbamoyl)-3-{2-[(1H-pyrrole-2-carbonyl)amino]benzoylamino}-thieno[2,3-c]pyrazole-1-carboxylic acid ethyl ester), solution. Solvent: CO (methanol). The product is CC(C)(C1=CC=CC=C1)NC(=O)C1=CC2=C(NN=C2NC(C2=C(C=CC=C2)NC(=O)C=2NC=CC2)=O)S1 (3-[2-[(1H-Pyrrole-2-carbonyl)-amino]-benzoylamino]-1H-thieno[2,3-c]pyrazole-5-carboxylic Acid (1-methyl-1-phenyl-ethyl)-amide). RXN SMILES: C(OC([N:6]1[C:10]2[S:11][C:12]([C:14](=[O:25])[NH:15][C:16]([CH3:24])([C:18]3[CH:23]=[CH:22][CH:21]=[CH:20][CH:19]=3)[CH3:17])=[CH:13][C:9]=2[C:8]([NH:26][C:27](=[O:42])[C:28]2[CH:33]=[CH:32][CH:31]=[CH:30][C:29]=2[NH:34][C:35]([C:37]2[NH:38][CH:39]=[CH:40][CH:41]=2)=[O:36])=[N:7]1)=O)C>CO>[CH3:24][C:16]([NH:15][C:14]([C:12]1[S:11][C:10]2[NH:6][N:7]=[C:8]([NH:26][C:27](=[O:42])[C:28]3[CH:33]=[CH:32][CH:31]=[CH:30][C:29]=3[NH:34][C:35]([C:37]3[NH:38][CH:39]=[CH:40][CH:41]=3)=[O:36])[C:9]=2[CH:13]=1)=[O:25])([C:18]1[CH:23]=[CH:22][CH:21]=[CH:20][CH:19]=1)[CH3:17]. Reported procedure: 5-(1-Methyl-1-phenyl-ethylcarbamoyl)-3-{2-[(1H-pyrrole-2-carbonyl)amino]benzoylamino}-thieno[2,3-c]pyrazole-1-carboxylic acid ethyl ester as crude from the previous reaction was treated with a 10% solution of TEA in methanol (25 mL) overnight. The solvent was evaporated under vacuum and the product was purified by flash chromatography (eluant dichloromethane/methanol 97/3) (78.5 mg, 36%), Starting materials: C(C)(C)(C)OC(=O)N1CCC(CC1)=O (4-oxo-piperidine-1-carboxylic acid tert-butyl ester), C(C1=CC=CC=C1)N (benzylamine), ClC1=C(C=C(C=C1)C=C[N+](=O)[O-])Cl (1,2-dichloro-4-(2-nitro-vinyl)-benzene). Yields the product C(C1=CC=CC=C1)N1C=C(C=2CNCCC21)C2=CC(=C(C=C2)Cl)Cl (1-Benzyl-3-(3,4-dichloro-phenyl)-4,5,6,7-tetrahydro-1H-pyrrolo[3,2-c]pyridine). As a reaction SMILES: C(OC([N:8]1[CH2:13][CH2:12][C:11](=O)[CH2:10][CH2:9]1)=O)(C)(C)C.[CH2:15]([NH2:22])[C:16]1[CH:21]=[CH:20][CH:19]=[CH:18][CH:17]=1.[Cl:23][C:24]1[CH:29]=[CH:28][C:27]([CH:30]=[CH:31][N+]([O-])=O)=[CH:26][C:25]=1[Cl:35]>>[CH2:15]([N:22]1[C:11]2[CH2:10][CH2:9][NH:8][CH2:13][C:12]=2[C:30]([C:27]2[CH:28]=[CH:29][C:24]([Cl:23])=[C:25]([Cl:35])[CH:26]=2)=[CH:31]1)[C:16]1[CH:21]=[CH:20][CH:19]=[CH:18][CH:17]=1. Procedure details: The title compound (228.2 mg) was prepared from 0.49 g of 4-oxo-piperidine-1-carboxylic acid tert-butyl ester, 268 μL of benzylamine, and 0.55 g of 1,2-dichloro-4-(2-nitro-vinyl)-benzene. MS (ESI): exact mass calculated for C20H18Cl2N2, 356.08. found, m/z 357.1 [M+H]+. 1H NMR (400 MHz, CD3OD): 7.51-7.47 (m, 2H), 7.36-7.32 (m, 2H), 7.32-7.25 (m, 2H), 7.22 (s, 1H), 7.19-7.15 (m, 2H), 5.15 (s, 2H), 4.35 (s, 2H), 3.50 (t, J=6.3 Hz, 2H), 2.85 (t, J=6.3 Hz, 2H). The reactants are BrC1=CC=C(C=C1)C1=C(N2CCC3=C(C(C2=N1)OC1CCN(CC1)C)C=CC=C3)C (2-(4-bromophenyl)-1-methyl-4-(1-methylpiperidin-4-yloxy)-9,10-dihydro-4H-3,10a-diaza-benzo[f]azulene), CC1(C2=C(C(=CC=C2)P(C3=CC=CC=C3)C4=CC=CC=C4)OC5=C(C=CC=C51)P(C6=CC=CC=C6)C7=CC=CC=C7)C (Xantphos), C1(CCCCN1)=O (valerolactam), [Na] (sodium). The reagents and catalysts are C=1C=CC(=CC1)/C=C/C(=O)/C=C/C2=CC=CC=C2.C=1C=CC(=CC1)/C=C/C(=O)/C=C/C2=CC=CC=C2.[Pd] (Pd(dba)2). The solvent is C1(=CC=CC=C1)C (toluene), CO (MeOH). Conditions: temperature 110 celsius, time 10 minute. Product: CC1=C(N=C2C(C3=C(CCN12)C=CC=C3)OC3CCN(CC3)C)C3=CC=C(C=C3)N3C(CCCC3)=O (1-{4-[1-methyl-4-(1-methylpiperidin-4-yloxy)-9,10-dihydro-4H-3,10a-diaza-benzo[f]azulen-2-yl]-phenyl}-piperidin-2-one). As a reaction SMILES: [Na].[C:2]1(=[O:8])[NH:7][CH2:6][CH2:5][CH2:4][CH2:3]1.Br[C:10]1[CH:15]=[CH:14][C:13]([C:16]2[N:25]=[C:24]3[N:18]([CH2:19][CH2:20][C:21]4[CH:37]=[CH:36][CH:35]=[CH:34][C:22]=4[CH:23]3[O:26][CH:27]3[CH2:32][CH2:31][N:30]([CH3:33])[CH2:29][CH2:28]3)[C:17]=2[CH3:38])=[CH:12][CH:11]=1.CC1(C)C2C(=C(P(C3C=CC=CC=3)C3C=CC=CC=3)C=CC=2)OC2C(P(C3C=CC=CC=3)C3C=CC=CC=3)=CC=CC1=2>C1C=CC(/C=C/C(/C=C/C2C=CC=CC=2)=O)=CC=1.C1C=CC(/C=C/C(/C=C/C2C=CC=CC=2)=O)=CC=1.[Pd].C1(C)C=CC=CC=1.CO>[CH3:38][C:17]1[N:18]2[C:24]([CH:23]([O:26][CH:27]3[CH2:32][CH2:31][N:30]([CH3:33])[CH2:29][CH2:28]3)[C:22]3[CH:34]=[CH:35][CH:36]=[CH:37][C:21]=3[CH2:20][CH2:19]2)=[N:25][C:16]=1[C:13]1[CH:14]=[CH:15][C:10]([N:7]2[CH2:6][CH2:5][CH2:4][CH2:3][C:2]2=[O:8])=[CH:11][CH:12]=1 |f:4.5.6,^1:0|. Reported procedure: In a screw-capped vial are added MeOH (3.5 mL) and sodium metal (2 mg). After 10 min, valerolactam (16 mg, 0.16 mmole) is added. The solvent is removed under reduced pressure. To the residual solid are added 2-(4-bromophenyl)-1-methyl-4-(1-methylpiperidin-4-yloxy)-9,10-dihydro-4H-3,10a-diaza-benzo[f]azulene (example 122A) (50 mg, 0.107 mmole), Pd(dba)2 (4.9 mg, 5.3 μmole), Xantphos (6.2 mg, 10.6 μmole), toluene (0.7 mL). The flask is evacuated and filled with argon and the reaction mixture is he... Reaction SMILES: [CH3:17][S:18][c:19]1[cH:20][cH:21][c:22]([CH:23]=[O:24])[cH:25][cH:26]1.[NH:1]1[CH2:2][CH:3]([NH:6][c:7]2[c:8]3[cH:9][cH:10][n:11][cH:12][c:13]3[cH:14][cH:15][cH:16]2)[CH2:4][CH2:5]1>>[N:1]1([CH2:23][c:22]2[cH:21][cH:20][c:19]([S:18][CH3:17])[cH:26][cH:25]2)[CH2:2][CH:3]([NH:6][c:7]2[c:8]3[cH:9][cH:10][n:11][cH:12][c:13]3[cH:14][cH:15][cH:16]2)[CH2:4][CH2:5]1. The reactants are CSc1ccc(C=O)cc1, c1cc(NC2CCNC2)c2ccncc2c1. The product is CSc1ccc(CN2CCC(Nc3cccc4cnccc34)C2)cc1. Reactants: FC(C1=CC=C(CN2N=C3N(N=C(C(=C3)C3=CC=C(C=C3)Cl)Cl)C2=O)C=C1)(F)F (2-(4-(trifluoromethyl)benzyl)-6-chloro-7-(4-chlorophenyl)-[1,2,4]triazolo[4,3-b]pyridazin-3(2H)-one), ClC1=CC=C(C=C1)B(O)O (4-chlorophenylboronic acid), C(=O)([O-])[O-].[Na+].[Na+] (Na2CO3). Yields the product FC(C1=CC=C(CN2N=C3N(N=C(C(=C3)C3=CC=C(C=C3)Cl)C3=CC=C(C=C3)Cl)C2=O)C=C1)(F)F (2-(4-(trifluoromethyl)benzyl)-6,7-bis(4-chlorophenyl)-[1,2,4]triazolo[4,3-b]pyridazin-3(2H)-one). The reagents and catalysts are C=1C=CC(=CC1)[P](C=2C=CC=CC2)(C=3C=CC=CC3)[Pd]([P](C=4C=CC=CC4)(C=5C=CC=CC5)C=6C=CC=CC6)([P](C=7C=CC=CC7)(C=8C=CC=CC8)C=9C=CC=CC9)[P](C=1C=CC=CC1)(C=1C=CC=CC1)C=1C=CC=CC1 (Pd(PPh3)4). The solvent is O (water), C1(=CC=CC=C1)C (toluene). Reaction SMILES: [F:1][C:2]([F:29])([F:28])[C:3]1[CH:27]=[CH:26][C:6]([CH2:7][N:8]2[C:24](=[O:25])[N:11]3[N:12]=[C:13](Cl)[C:14]([C:16]4[CH:21]=[CH:20][C:19]([Cl:22])=[CH:18][CH:17]=4)=[CH:15][C:10]3=[N:9]2)=[CH:5][CH:4]=1.[Cl:30][C:31]1[CH:36]=[CH:35][C:34](B(O)O)=[CH:33][CH:32]=1.C([O-])([O-])=O.[Na+].[Na+]>O.C1(C)C=CC=CC=1.C1C=CC([P]([Pd]([P](C2C=CC=CC=2)(C2C=CC=CC=2)C2C=CC=CC=2)([P](C2C=CC=CC=2)(C2C=CC=CC=2)C2C=CC=CC=2)[P](C2C=CC=CC=2)(C2C=CC=CC=2)C2C=CC=CC=2)(C2C=CC=CC=2)C2C=CC=CC=2)=CC=1>[F:28][C:2]([F:29])([F:1])[C:3]1[CH:27]=[CH:26][C:6]([CH2:7][N:8]2[C:24](=[O:25])[N:11]3[N:12]=[C:13]([C:34]4[CH:35]=[CH:36][C:31]([Cl:30])=[CH:32][CH:33]=4)[C:14]([C:16]4[CH:21]=[CH:20][C:19]([Cl:22])=[CH:18][CH:17]=4)=[CH:15][C:10]3=[N:9]2)=[CH:5][CH:4]=1 |f:2.3.4,^1:57,59,78,97|. Reaction conditions: temperature 125 celsius, time 10 hour. Reported procedure: To a suspension of 2-(4-(trifluoromethyl)benzyl)-6-chloro-7-(4-chlorophenyl)-[1,2,4]triazolo[4,3-b]pyridazin-3(2H)-one (150 mg, 0.34 mmol), 4-chlorophenylboronic acid (60 mg, 0.38 mmol), Na2CO3 (90 mg, 0.85 mmol) dissolved in water (0.2 mL) in toluene (3 mL) was added Pd(PPh3)4 (25 mg, 0.02 mmol). The resulting reaction mixture was bubbled with argon for 10 min before the flask was placed in an oil bath preheated at 125° C. After stirring at 125° C. for 10 h, the reaction was then allowed to coo... Isolated yield 12.6%. Starting materials: CCCNCCC, CC(C)=O, [I-], COc1cc(C(C)C)c(Oc2cnc(NC(=O)CCl)nc2N)cc1I, [Na+]. Yields the product CCCN(CCC)CC(=O)Nc1ncc(Oc2cc(I)c(OC)cc2C(C)C)c(N)n1. As a reaction SMILES: [CH2:26]([CH2:27][CH3:28])[NH:29][CH2:30][CH2:31][CH3:32].[CH3:35][C:36](=[O:37])[CH3:38].[I-:34].[NH2:1][c:2]1[n:3][c:4]([NH:21][C:22]([CH2:23][Cl:24])=[O:25])[n:5][cH:6][c:7]1[O:8][c:9]1[c:10]([CH:18]([CH3:19])[CH3:20])[cH:11][c:12]([O:16][CH3:17])[c:13]([I:15])[cH:14]1.[Na+:33]>>[NH2:1][c:2]1[n:3][c:4]([NH:21][C:22]([CH2:23][N:29]([CH2:26][CH2:27][CH3:28])[CH2:30][CH2:31][CH3:32])=[O:25])[n:5][cH:6][c:7]1[O:8][c:9]1[c:10]([CH:18]([CH3:19])[CH3:20])[cH:11][c:12]([O:16][CH3:17])[c:13]([I:15])[cH:14]1.